Dataset: the Open Reaction Database (ORD), a public repository of structured organic reaction records. Task: describe an organic reaction: reactants, conditions, products, and yield The reactants are CC(C)N1CCN(C(=O)c2cccc(Br)n2)CC1, Oc1ccc(Cl)c(Cl)c1, [K+], [K+], O=C([O-])[O-], CN(C)C=O, O. Yields the product CC(C)N1CCN(C(=O)c2cccc(Oc3ccc(Cl)c(Cl)c3)n2)CC1. Reaction SMILES: [Br:1][c:2]1[cH:3][cH:4][cH:5][c:6]([C:8](=[O:9])[N:10]2[CH2:11][CH2:12][N:13]([CH:16]([CH3:17])[CH3:18])[CH2:14][CH2:15]2)[n:7]1.[Cl:19][c:20]1[cH:21][c:22]([OH:27])[cH:23][cH:24][c:25]1[Cl:26].[K+:28].[K+:29].[O-:30][C:31]([O-:32])=[O:33].[O:34]=[CH:35][N:36]([CH3:37])[CH3:38].[OH2:39]>>[c:2]1([O:27][c:22]2[cH:21][c:20]([Cl:19])[c:25]([Cl:26])[cH:24][cH:23]2)[cH:3][cH:4][cH:5][c:6]([C:8](=[O:9])[N:10]2[CH2:11][CH2:12][N:13]([CH:16]([CH3:17])[CH3:18])[CH2:14][CH2:15]2)[n:7]1. RXN SMILES: [F:1][C:2]1[CH:3]=[C:4]2[C:8](=[CH:9][CH:10]=1)[NH:7][CH:6]=[CH:5]2.[H-].[Na+].Br[CH2:14][C:15]1[CH:16]=[C:17]([CH:20]=[CH:21][CH:22]=1)[C:18]#[N:19].O>CN(C=O)C>[F:1][C:2]1[CH:3]=[C:4]2[C:8](=[CH:9][CH:10]=1)[N:7]([CH2:14][C:15]1[CH:16]=[C:17]([CH:20]=[CH:21][CH:22]=1)[C:18]#[N:19])[CH:6]=[CH:5]2 |f:1.2|. Conditions: time 8 hour. Reactants: FC=1C=C2C=CNC2=CC1 (5-fluoroindole), [H-].[Na+] (NaH), BrCC=1C=C(C#N)C=CC1 (3-bromomethyl benzonitrile), O (water). The yield is 103.5%. Procedure: To a solution of 3 g (22.2 mmol) of 5-fluoroindole in 90 ml of dry DMF was added 8.28 g (23 mmol) NaH and 4.51 g (23 mmol) of 3-bromomethyl benzonitrile. The mixture was stirred overnight at and thereafter distributed between water and dihcloromethane. The water layer was extracted twice with dichloromethane, and the combined organic extracts were washed with brine, dried and evaporated. The oily residue was subjected to flash chromatography eluting with dichloromethane/hexane (1/1), to give 5.7... Product: FC=1C=C2C=CN(C2=CC1)CC=1C=C(C#N)C=CC1 (3-[(5-Fluoro-indol-1-yl)methyl]benzonitrile). Run in CN(C)C=O (DMF). Solvent: O (water). Reported procedure: Add 13β-ethyl-gon-5(10)-en-3,17-dione (1 g.) with stirring under nitrogen to methanol (25 cc.) containing 11N hydrochloric acid (1.75 cc.) and water (1.1 cc.). Stir for 2 hours, add sodium bicarbonate (1.75 g.) and filter the mixture. Evaporate the filtrate to dryness and recrystallize the residue from ethyl acetate to obtain the title compound; ultraviolet absorption peak at 240 mμ (ε17,800); infrared absorption peaks at 5.78, 6.00, 6.17 μ. Reaction conditions: time 2 hour. Reactants: C(C)[C@]12C(CC[C@H]2[C@H]2[C@H](CC1)C=1CCC(CC1CC2)=O)=O (13β-ethyl-gon-5(10)-en-3,17-dione), C([O-])(O)=O.[Na+] (sodium bicarbonate), CO (methanol), Cl (hydrochloric acid). As a reaction SMILES: [CH2:1]([C@:3]12[CH2:11][CH2:10][C@@H:9]3[C:12]4[CH2:13][CH2:14][C:15](=[O:20])[CH2:16][C:17]=4[CH2:18][CH2:19][C@H:8]3[C@@H:7]1[CH2:6][CH2:5][C:4]2=[O:21])[CH3:2].CO.Cl.C(=O)(O)[O-].[Na+]>O>[CH2:1]([C@:3]12[CH2:11][CH2:10][C@@H:9]3[C@@H:12]4[C:17]([CH2:18][CH2:19][C@H:8]3[C@@H:7]1[CH2:6][CH2:5][C:4]2=[O:21])=[CH:16][C:15](=[O:20])[CH2:14][CH2:13]4)[CH3:2] |f:3.4|. The product is C(C)[C@]12C(CC[C@H]2[C@H]2[C@H](CC1)[C@H]1CCC(C=C1CC2)=O)=O (13β-Ethyl-gon-4-en-3,17-dione). Starting materials: CC(C)CCN(Cc1cc(F)c(Oc2ccc3c(c2)OC(C)(C)OC3=O)c(F)c1)C(=O)OC(C)(C)C, CC(C)O, N. The product is CC(C)CCN(Cc1cc(F)c(Oc2ccc(C(N)=O)c(O)c2)c(F)c1)C(=O)OC(C)(C)C. Reaction SMILES: [C:1]([CH3:2])([CH3:3])([CH3:4])[O:5][C:6]([N:7]([CH2:8][CH2:9][CH:10]([CH3:11])[CH3:12])[CH2:13][c:14]1[cH:15][c:16]([F:35])[c:17]([O:21][c:22]2[cH:23][c:24]3[c:25]([cH:33][cH:34]2)[C:26](=[O:28])[O:27][C:30]([CH3:31])([CH3:32])[O:29]3)[c:18]([F:20])[cH:19]1)=[O:36].[CH:38]([OH:39])([CH3:40])[CH3:41].[NH3:37]>>[C:1]([CH3:2])([CH3:3])([CH3:4])[O:5][C:6]([N:7]([CH2:8][CH2:9][CH:10]([CH3:11])[CH3:12])[CH2:13][c:14]1[cH:15][c:16]([F:35])[c:17]([O:21][c:22]2[cH:23][c:24]([OH:29])[c:25]([C:26](=[O:27])[NH2:37])[cH:33][cH:34]2)[c:18]([F:20])[cH:19]1)=[O:36]. Starting materials: C(C)(C)(C)OC(C(CC1CCCCCCC1)N=C(C1=CC=CC=C1)C1=CC=CC=C1)=O (2-(Benzhydrylidene-amino)-3-cyclooctyl-propionic acid tert-butyl ester), Cl (HCl). Run in O (water), CO (methanol). Run at time 20 hour. The product is NC(C(=O)O)CC1CCCCCCC1 (2-Amino-3-cyclooctyl-propionic acid). Isolated yield 62.1%. RXN SMILES: C([O:5][C:6](=[O:31])[CH:7]([N:17]=C(C1C=CC=CC=1)C1C=CC=CC=1)[CH2:8][CH:9]1[CH2:16][CH2:15][CH2:14][CH2:13][CH2:12][CH2:11][CH2:10]1)(C)(C)C.Cl>CO.O>[NH2:17][CH:7]([CH2:8][CH:9]1[CH2:16][CH2:15][CH2:14][CH2:13][CH2:12][CH2:11][CH2:10]1)[C:6]([OH:31])=[O:5]. Procedure: To a solution of 2-(Benzhydrylidene-amino)-3-cyclooctyl-propionic acid tert-butyl ester (2.00 g) in methanol (15 mL) was added 10N HCl solution (30 mL) and the mixture heated to reflux. After 20 h, the mixture was allowed to cool to room temperature, diluted with 20 mL of water, transferred to a separatory funnel and washed with ethyl acetate. The aqueous layer was then neutralized with 10N sodium hydroxide solution and further cooled to 0° C. The white solid was filtered off and air dried to gi...